From a dataset of the Open Reaction Database (ORD), a public repository of structured organic reaction records. describe an organic reaction: reactants, conditions, products, and yield Reactants: [N-]=[N+]=[N-].[Na+] (sodium azide), [Si](C1=CC=CC=C1)(C1=CC=CC=C1)(C(C)(C)C)OCC1=CC=C(C(=O)O)C=C1 (4-(tert-butyldiphenylsilyloxy)methylbenzoic acid), S(=O)(Cl)Cl (thionyl chloride). The reagents and catalysts are CN(C)C=O (DMF). Solvent: O (water), CC(=O)C (acetone), ClCCl (dichloromethane). Reaction conditions: time 2 hour. Product: [Si](C1=CC=CC=C1)(C1=CC=CC=C1)(C(C)(C)C)OCC1=CC=C(C(=O)N=[N+]=[N-])C=C1 (4-(tert-butyldiphenylsilyloxy)methylbenzoyl azide). RXN SMILES: [Si:1]([O:18][CH2:19][C:20]1[CH:28]=[CH:27][C:23]([C:24](O)=[O:25])=[CH:22][CH:21]=1)([C:14]([CH3:17])([CH3:16])[CH3:15])([C:8]1[CH:13]=[CH:12][CH:11]=[CH:10][CH:9]=1)[C:2]1[CH:7]=[CH:6][CH:5]=[CH:4][CH:3]=1.S(Cl)(Cl)=O.[N-:33]=[N+:34]=[N-:35].[Na+]>ClCCl.CN(C=O)C.CC(C)=O.O>[Si:1]([O:18][CH2:19][C:20]1[CH:28]=[CH:27][C:23]([C:24]([N:33]=[N+:34]=[N-:35])=[O:25])=[CH:22][CH:21]=1)([C:14]([CH3:17])([CH3:16])[CH3:15])([C:8]1[CH:13]=[CH:12][CH:11]=[CH:10][CH:9]=1)[C:2]1[CH:7]=[CH:6][CH:5]=[CH:4][CH:3]=1 |f:2.3|. Reported procedure: Step A ##STR116## A solution of 4-(tert-butyldiphenylsilyloxy)methylbenzoic acid (2 g) in dry dichloromethane (25 ml) was treated with thionyl chloride (1.1 ml) and dry DMF (3 drops). After stirring for 2 hours at room temperature, any volatile material was removed in vacuo. The crude acid chloride thus obtained was taken up in acetone (25 ml) and mixed under stirring at 0° C. with a solution of sodium azide (0.97 g) in water (4 ml). After few minutes most of the acetone was removed in vacuo and... As a reaction SMILES: [Br:30][CH:31]([C:32](=[O:33])[OH:34])[CH2:35][c:36]1[cH:37][cH:38][cH:39][cH:40][cH:41]1.[CH2:50]([N:51]=[C:52]=[N:53][CH2:54][CH2:55][CH2:56][N:57]([CH3:58])[CH3:59])[CH3:60].[CH2:8]([c:9]1[cH:10][cH:11][cH:12][cH:13][cH:14]1)[NH:15][C:16]([CH:17]([C:18](=[O:19])[NH:20][CH2:21][c:22]1[cH:23][cH:24][cH:25][cH:26][cH:27]1)[NH2:28])=[O:29].[CH3:42][N:43]1[CH2:44][CH2:45][O:46][CH2:47][CH2:48]1.[Cl:61][CH2:62][Cl:63].[ClH:49].[F:1][C:2]([F:3])([F:4])[C:5]([OH:6])=[O:7]>>[CH2:8]([c:9]1[cH:10][cH:11][cH:12][cH:13][cH:14]1)[NH:15][C:16]([CH:17]([C:18](=[O:19])[NH:20][CH2:21][c:22]1[cH:23][cH:24][cH:25][cH:26][cH:27]1)[NH:28][C:32]([CH:31]([Br:30])[CH2:35][c:36]1[cH:37][cH:38][cH:39][cH:40][cH:41]1)=[O:33])=[O:29]. Product: O=C(NC(C(=O)NCc1ccccc1)C(=O)NCc1ccccc1)C(Br)Cc1ccccc1. Reactants: O=C(O)C(Br)Cc1ccccc1, CCN=C=NCCCN(C)C, NC(C(=O)NCc1ccccc1)C(=O)NCc1ccccc1, CN1CCOCC1, ClCCl, Cl, O=C(O)C(F)(F)F. Reaction conditions: time 2 hour. RXN SMILES: [CH2:1]([S:8][C:9]([CH3:35])([CH:33]=O)[CH2:10][NH:11][C:12]([C:14]1[NH:15][C:16]2[C:21]([CH:22]=1)=[CH:20][CH:19]=[CH:18][C:17]=2[N:23]([CH3:32])[S:24]([C:27]1[S:28][CH:29]=[CH:30][CH:31]=1)(=[O:26])=[O:25])=[O:13])[C:2]1[CH:7]=[CH:6][CH:5]=[CH:4][CH:3]=1.Cl.[NH2:37][OH:38].C(=O)([O-])[O-].[K+].[K+].CO>O>[CH2:1]([S:8][C:9]([CH3:35])([CH:33]=[N:37][OH:38])[CH2:10][NH:11][C:12]([C:14]1[NH:15][C:16]2[C:21]([CH:22]=1)=[CH:20][CH:19]=[CH:18][C:17]=2[N:23]([CH3:32])[S:24]([C:27]1[S:28][CH:29]=[CH:30][CH:31]=1)(=[O:26])=[O:25])=[O:13])[C:2]1[CH:7]=[CH:6][CH:5]=[CH:4][CH:3]=1 |f:1.2,3.4.5|. Product: C(C1=CC=CC=C1)SC(CNC(=O)C=1NC2=C(C=CC=C2C1)N(S(=O)(=O)C=1SC=CC1)C)(C=NO)C (N-[2-(benzylthio)-3-(hydroxyimino)-2-methylpropyl]-7-[methyl(2-thienylsulfonyl)amino]-1H-indole-2-carboxamide). Run in O (Water). Reported procedure: A mixture of N-[2-(benzylthio)-2-methyl-3-oxopropyl]-7-[methyl(2-thienylsulfonyl)amino]-1H-indole-2-carboxamide (1.00 g), hydroxylamine hydrochloride (0.26 g), potassium carbonate (0.52 g) and methanol (8 ml) was stirred at room temperature for 2 hr. Water was added to the reaction mixture, and the mixture was extracted with ethyl acetate. The ethyl acetate layer was washed with saturated brine, dried (MgSO4), and concentrated to give the title compound (0.25 g, yield 55%) as colorless amorphous... Starting materials: C(C1=CC=CC=C1)SC(CNC(=O)C=1NC2=C(C=CC=C2C1)N(S(=O)(=O)C=1SC=CC1)C)(C=O)C (N-[2-(benzylthio)-2-methyl-3-oxopropyl]-7-[methyl(2-thienylsulfonyl)amino]-1H-indole-2-carboxamide), Cl.NO (hydroxylamine hydrochloride), C([O-])([O-])=O.[K+].[K+] (potassium carbonate), CO (methanol). The yield is 24.3%. Reactants: CC(=O)O, Oc1cc(O)nc(C2CC2)n1, O=[N+]([O-])O. Reaction SMILES: [CH3:16][C:17](=[O:18])[OH:19].[CH:5]1([c:8]2[n:9][c:10]([OH:15])[cH:11][c:12]([OH:14])[n:13]2)[CH2:6][CH2:7]1.[OH:1][N+:2]([O-:3])=[O:4]>>[O-:1][N+:2](=[O:4])[c:11]1[c:10]([OH:15])[n:9][c:8]([CH:5]2[CH2:6][CH2:7]2)[n:13][c:12]1[OH:14]. The product is O=[N+]([O-])c1c(O)nc(C2CC2)nc1O. The reactants are O=[N+]([O-])c1cc(C2=NOC(c3cc(Cl)cc(Cl)c3)(C(F)(F)F)C2)ccc1CBr, CCCC[N+](CCCC)(CCCC)CCCC, CO, [I-], N, C1CCOC1, O. Yields the product NCc1ccc(C2=NOC(c3cc(Cl)cc(Cl)c3)(C(F)(F)F)C2)cc1[N+](=O)[O-]. Reaction SMILES: [Br:1][CH2:2][c:3]1[c:4]([N+:26](=[O:27])[O-:28])[cH:5][c:6]([C:9]2=[N:10][O:11][C:12]([C:14]([F:15])([F:16])[F:17])([c:18]3[cH:19][c:20]([Cl:25])[cH:21][c:22]([Cl:24])[cH:23]3)[CH2:13]2)[cH:7][cH:8]1.[CH2:36]([N+:37]([CH2:38][CH2:39][CH2:40][CH3:41])([CH2:42][CH2:43][CH2:44][CH3:45])[CH2:46][CH2:47][CH2:48][CH3:49])[CH2:50][CH2:51][CH3:52].[CH3:53][OH:54].[I-:35].[NH3:29].[O:30]1[CH2:31][CH2:32][CH2:33][CH2:34]1.[OH2:55]>>[CH2:2]([c:3]1[c:4]([N+:26](=[O:27])[O-:28])[cH:5][c:6]([C:9]2=[N:10][O:11][C:12]([C:14]([F:15])([F:16])[F:17])([c:18]3[cH:19][c:20]([Cl:25])[cH:21][c:22]([Cl:24])[cH:23]3)[CH2:13]2)[cH:7][cH:8]1)[NH2:29]. As a reaction SMILES: [O:1]=[C:2]1[CH2:17][CH2:16][C@H:15]([CH2:18][CH2:19][CH2:20][CH2:21][CH2:22][CH2:23][CH2:24][CH3:25])[C@H:3]1[CH2:4][CH2:5][CH2:6][CH2:7][CH2:8][CH2:9][C:10]([O:12]CC)=[O:11].[OH-].[K+].Cl>CO>[O:1]=[C:2]1[CH2:17][CH2:16][C@H:15]([CH2:18][CH2:19][CH2:20][CH2:21][CH2:22][CH2:23][CH2:24][CH3:25])[C@H:3]1[CH2:4][CH2:5][CH2:6][CH2:7][CH2:8][CH2:9][C:10]([OH:12])=[O:11] |f:1.2|. Solvent: CO (methanol). Conditions: time 18 hour. Product: O=C1[C@H](CCCCCCC(=O)O)[C@H](CC1)CCCCCCCC (9-oxoprostanoic acid). Reactants: O=C1[C@H](CCCCCCC(=O)OCC)[C@H](CC1)CCCCCCCC (ethyl 9-oxoprostanoate), product, [OH-].[K+] (potassium hydroxide), Cl (hydrochloric acid). Procedure: A suspension of 300 mg. of ethyl 9-oxoprostanoate in 20 ml. of aqueous methanol (1:1) containing 300 mg. of potassium hydroxide is stirred at 50° C. for 1 hour and then at room temperature for 18 hours. The resulting solution is acidified with 1N hydrochloric acid, concentrated and extracted several times with diethyl ether. The combined ether extracts are washed with saturated sodium chloride solution, dried with anhydrous magnesium sulfate and taken to dryness to give 256 mg. (94%) of product ... The reactants are C(C)OCC[O-].[Na+] (sodium 2-ethoxyethoxide), [Na] (sodium), NC1=NC=C(C(=N1)N)C=O (2,4-diamino-5-pyrimidinecarboxaldehyde), ClC1=C(C(=CC=C1)Cl)CC#N (2,6-dichlorophenylacetonitrile). Solvent: C(C)OCCO (2-ethoxyethanol). Yields the product NC=1N=CC2=C(N1)N=C(C(=C2)C2=C(C=CC=C2Cl)Cl)N (2,7-diamino-6-(2,6-dichlorophenyl)-pyrido[2,3-d]-pyrimidine). As a reaction SMILES: C(OCC[O-])C.[Na+].[Na].[NH2:9][C:10]1[N:15]=[C:14]([NH2:16])[C:13]([CH:17]=O)=[CH:12][N:11]=1.[Cl:19][C:20]1[CH:25]=[CH:24][CH:23]=[C:22]([Cl:26])[C:21]=1[CH2:27][C:28]#[N:29]>C(OCCO)C>[NH2:9][C:10]1[N:11]=[CH:12][C:13]2[CH:17]=[C:27]([C:21]3[C:20]([Cl:19])=[CH:25][CH:24]=[CH:23][C:22]=3[Cl:26])[C:28]([NH2:29])=[N:16][C:14]=2[N:15]=1 |f:0.1,^1:7|. Reported procedure: (Prepared by the method of U.S. Pat. No. 3,534,039). To a solution of sodium 2-ethoxyethoxide prepared from 0.14 g of sodium and 60 mL of 2-ethoxyethanol was added 2.07 g of 2,4-diamino-5-pyrimidinecarboxaldehyde, and 2.79 g of 2,6-dichlorophenylacetonitrile. The mixture was heated at reflux for 4 hours, allowed to cool to room temperature, and the precipitated product was filtered and washed with diethyl ether to give 2,7-diamino-6-(2,6-dichlorophenyl)-pyrido[2,3-d]-pyrimidine; mp 325°-332° C.